Dataset: the Open Reaction Database (ORD), a public repository of structured organic reaction records. Task: describe an organic reaction: reactants, conditions, products, and yield The reactants are O=C([O-])[O-], CN(C)C=O, O=C(Nc1cn2nc(I)ccc2n1)C1CC1, [K+], [K+], Nc1cccc(S)c1, O. Yields the product Nc1cccc(Sc2ccc3nc(NC(=O)C4CC4)cn3n2)c1. RXN SMILES: [C:25](=[O:26])([O-:27])[O-:28].[CH3:31][N:32]([CH3:33])[CH:34]=[O:35].[I:1][c:2]1[cH:3][cH:4][c:5]2[n:6]([n:7]1)[cH:8][c:9]([NH:11][C:12](=[O:13])[CH:14]1[CH2:15][CH2:16]1)[n:10]2.[K+:29].[K+:30].[NH2:17][c:18]1[cH:19][c:20]([SH:24])[cH:21][cH:22][cH:23]1.[OH2:36]>>[c:2]1([S:24][c:20]2[cH:19][c:18]([NH2:17])[cH:23][cH:22][cH:21]2)[cH:3][cH:4][c:5]2[n:6]([n:7]1)[cH:8][c:9]([NH:11][C:12](=[O:13])[CH:14]1[CH2:15][CH2:16]1)[n:10]2. Reactants: Cc1ccc(S(=O)(=O)n2nc(N3CCN(Cc4ccccc4)CC3)c3sccc32)cc1, CO, [K+], [OH-]. Yields the product c1ccc(CN2CCN(c3n[nH]c4ccsc34)CC2)cc1. As a reaction SMILES: [CH2:3]([c:4]1[cH:5][cH:6][cH:7][cH:8][cH:9]1)[N:10]1[CH2:11][CH2:12][N:13]([c:16]2[c:17]3[c:18]([n:19]([S:21]([c:22]4[cH:23][cH:24][c:25]([CH3:26])[cH:27][cH:28]4)(=[O:29])=[O:30])[n:20]2)[cH:31][cH:32][s:33]3)[CH2:14][CH2:15]1.[CH3:34][OH:35].[K+:2].[OH-:1]>>[CH2:3]([c:4]1[cH:5][cH:6][cH:7][cH:8][cH:9]1)[N:10]1[CH2:11][CH2:12][N:13]([c:16]2[c:17]3[c:18]([nH:19][n:20]2)[cH:31][cH:32][s:33]3)[CH2:14][CH2:15]1.